This data is from the Open Reaction Database (ORD), a public repository of structured organic reaction records. The task is: describe an organic reaction: reactants, conditions, products, and yield The reactants are O=C1NC(Cc2ccccc2)CO1, O=C(O)CCCCOCc1ccccc1, CN(C)c1ccncc1, ClC(Cl)Cl. Yields the product O=C(CCCCOCc1ccccc1)N1C(=O)OCC1Cc1ccccc1. RXN SMILES: [CH2:16]([c:17]1[cH:18][cH:19][cH:20][cH:21][cH:22]1)[CH:23]1[NH:24][C:25](=[O:28])[O:26][CH2:27]1.[CH2:1]([c:2]1[cH:3][cH:4][cH:5][cH:6][cH:7]1)[O:8][CH2:9][CH2:10][CH2:11][CH2:12][C:13](=[O:14])[OH:15].[CH3:29][N:30]([CH3:31])[c:32]1[cH:33][cH:34][n:35][cH:36][cH:37]1.[CH:38]([Cl:39])([Cl:40])[Cl:41]>>[CH2:1]([c:2]1[cH:3][cH:4][cH:5][cH:6][cH:7]1)[O:8][CH2:9][CH2:10][CH2:11][CH2:12][C:13](=[O:15])[N:24]1[CH:23]([CH2:16][c:17]2[cH:18][cH:19][cH:20][cH:21][cH:22]2)[CH2:27][O:26][C:25]1=[O:28]. As a reaction SMILES: [NH2:1][C:2]1[C:7]([S:8]([NH:11][C@H:12]2[CH2:16][CH2:15][N:14]([CH3:17])[CH2:13]2)(=[O:10])=[O:9])=[CH:6][C:5](Br)=[CH:4][N:3]=1.[CH3:19][C:20]1[N:29]=[C:28]([N:30]2[CH2:36][C:35]3[CH:37]=[C:38](B(O)O)[CH:39]=[CH:40][C:34]=3[O:33][CH2:32][CH2:31]2)[C:27]2[CH2:26][C:25]([CH3:45])([CH3:44])[CH2:24][CH2:23][C:22]=2[N:21]=1>>[NH2:1][C:2]1[C:7]([S:8]([NH:11][C@@H:12]2[CH2:16][CH2:15][N:14]([CH3:17])[CH2:13]2)(=[O:10])=[O:9])=[CH:6][C:5]([C:38]2[CH:39]=[CH:40][C:34]3[O:33][CH2:32][CH2:31][N:30]([C:28]4[C:27]5[CH2:26][C:25]([CH3:44])([CH3:45])[CH2:24][CH2:23][C:22]=5[N:21]=[C:20]([CH3:19])[N:29]=4)[CH2:36][C:35]=3[CH:37]=2)=[CH:4][N:3]=1. Starting materials: NC1=NC=C(C=C1S(=O)(=O)N[C@@H]1CN(CC1)C)Br ((S)-2-amino-5-bromo-N-(1-methylpyrrolidin-3-yl)pyridine-3-sulfonamide), CC1=NC=2CCC(CC2C(=N1)N1CCOC2=C(C1)C=C(C=C2)B(O)O)(C)C ([4-(2,6,6-trimethyl-5,6,7,8-tetrahydroquinazolin-4-yl)-2,3,4,5-tetrahydro-1,4-benzoxazepin-7-yl]boronic acid). Product: NC1=NC=C(C=C1S(=O)(=O)N[C@H]1CN(CC1)C)C=1C=CC2=C(CN(CCO2)C2=NC(=NC=3CCC(CC23)(C)C)C)C1 (2-amino-N-[(3R)-1-methylpyrrolidin-3-yl]-5-[4-(2,6,6-trimethyl-5,6,7,8-tetrahydroquinazolin-4-yl)-2,3,4,5-tetrahydro-1,4-benzoxazepin-7-yl]pyridine-3-sulfonamide). Reported procedure: Synthesized according to the method of example 5 using (S)-2-amino-5-bromo-N-(1-methylpyrrolidin-3-yl)pyridine-3-sulfonamide (reagent preparation 25) and [4-(2,6,6-trimethyl-5,6,7,8-tetrahydroquinazolin-4-yl)-2,3,4,5-tetrahydro-1,4-benzoxazepin-7-yl]boronic acid (reagent preparation 23) in step 1. 1H NMR (400 MHz, d6-DMSO): 8.52 (d, 1H), 8.07 (d, 1H), 7.61 (d, 1H), 7.45 (dd, 1H), 7.02 (d, 1H), 6.68 (br s, 2H), 4.57 (s, 2H), 4.25 (br t, 2H), 3.82 (br m, 2H), 3.63 (br m, 1H), 2.65 (t, 2H), 2.43 (m... Reactants: FC(C1=CC=C(C(=O)NC2C3=C(OC(C2O)(C)C)C=CS3)C=C1)(F)F (7-(4-trifluoromethylbenzamido)-5,6-dihydro-6-hydroxy-5,5-dimethyl-7H-thieno[3,2-b]pyran). The reagents and catalysts are Cl(=O)(=O)(=O)O (perchloric acid). The solvent is C(C)(=O)OC(C)=O (acetic anhydride). The product is C(C)(=O)OC1C(C2=C(OC1(C)C)C=C(S2)C(C)=O)NC(C2=CC=C(C=C2)C(F)(F)F)=O (6-Acetoxy-2-acetyl-7-(4-trifluoromethylbenzamido)-5,6-dihydro-5,5-dimethyl7H-thieno[3,2-b]pyran). Reaction SMILES: [F:1][C:2]([F:25])([F:24])[C:3]1[CH:23]=[CH:22][C:6]([C:7]([NH:9][CH:10]2[CH:15]([OH:16])[C:14]([CH3:18])([CH3:17])[O:13][C:12]3[CH:19]=[CH:20][S:21][C:11]2=3)=[O:8])=[CH:5][CH:4]=1>Cl(O)(=O)(=O)=O.C(OC(=O)C)(=O)C>[C:7]([O:16][CH:15]1[C:14]([CH3:18])([CH3:17])[O:13][C:12]2[CH:19]=[C:20]([C:12](=[O:13])[CH3:11])[S:21][C:11]=2[CH:10]1[NH:9][C:7](=[O:8])[C:6]1[CH:5]=[CH:4][C:3]([C:2]([F:1])([F:24])[F:25])=[CH:23][CH:22]=1)(=[O:8])[CH3:6]. Reported procedure: The title compound was prepared as described in Example 6 starting with 7-(4-trifluoromethylbenzamido)-5,6-dihydro-6-hydroxy-5,5-dimethyl-7H-thieno[3,2-b]pyran (1.5 g, 4.04 mmol), perchloric acid (70%, 10 drops) and acetic anhydride (20ml) to give the product after crystallization from dichloromethane and hexanes 0.382 g (21%) as a colorless solid; mp 225°-227° C.; IR (KBr):1755, 1668, 1654, 1541 and 1471 cm-1 ; MS=m/z 456 (MH+);1H NMR (CDCl3): δ 1.41(s,3H), 1.43 (s,3H), 2.13 (s,3H), 2.47 (s,3H)... Run in CN(C)C=O (DMF), [Cl-].[NH4+] (ammonium chloride). Procedure details: Benzyl bromide (8.0 g, 47 mmol) was added over a period of 30 minutes to a mixture of but-2-ene-1,4-diol (25.0 g, 281 mmol) and sodium hydride (2.2 g, 94 mmol) in DMF (100 mL) at 0° C. The mixture was stirred for 16 hours at room temperature. The mixture was then diluted with saturated aqueous ammonium chloride and extracted with ethyl acetate. The organic layer was dried over sodium sulfate, filtered, and concentrated under reduced pressure to afford the crude product residue. The crude product... As a reaction SMILES: [CH2:1](Br)[C:2]1[CH:7]=[CH:6][CH:5]=[CH:4][CH:3]=1.[CH2:9]([OH:14])[CH:10]=[CH:11][CH2:12][OH:13].[H-].[Na+]>CN(C=O)C.[Cl-].[NH4+]>[CH2:1]([O:13][CH2:12]/[CH:11]=[CH:10]\[CH2:9][OH:14])[C:2]1[CH:7]=[CH:6][CH:5]=[CH:4][CH:3]=1 |f:2.3,5.6|. Reaction conditions: time 16 hour. The reactants are C(C1=CC=CC=C1)Br (Benzyl bromide), C(C=CCO)O (but-2-ene-1,4-diol), [H-].[Na+] (sodium hydride). Yields the product C(C1=CC=CC=C1)OC\C=C/CO ((2Z)-4-(benzyloxy)but-2-en-1-ol). Reactants: FC(F)(F)c1nnc2ccc(N3CCNCC3)nn12, O=Cc1ccc2[nH]ccc2c1. Yields the product FC(F)(F)c1nnc2ccc(N3CCN(Cc4ccc5[nH]ccc5c4)CC3)nn12. Reaction SMILES: [N:1]1([c:7]2[cH:8][cH:9][c:10]3[n:11]([n:12]2)[c:13]([C:16]([F:17])([F:18])[F:19])[n:14][n:15]3)[CH2:2][CH2:3][NH:4][CH2:5][CH2:6]1.[nH:20]1[cH:21][cH:22][c:23]2[cH:24][c:25]([CH:29]=[O:30])[cH:26][cH:27][c:28]12>>[N:1]1([c:7]2[cH:8][cH:9][c:10]3[n:11]([n:12]2)[c:13]([C:16]([F:17])([F:18])[F:19])[n:14][n:15]3)[CH2:2][CH2:3][N:4]([CH2:29][c:25]2[cH:24][c:23]3[cH:22][cH:21][nH:20][c:28]3[cH:27][cH:26]2)[CH2:5][CH2:6]1. Starting materials: CC(=O)[O-], C1CCOC1, COC(=O)c1ccc(C=O)n2cccc12, Cl, NO, [Na+], O. Yields the product COC(=O)c1ccc(C=NO)n2cccc12. As a reaction SMILES: [C:19]([O-:20])(=[O:21])[CH3:22].[CH2:24]1[O:25][CH2:26][CH2:27][CH2:28]1.[CH:1](=[O:2])[c:3]1[n:4]2[cH:5][cH:6][cH:7][c:8]2[c:9]([C:12](=[O:13])[O:14][CH3:15])[cH:10][cH:11]1.[ClH:18].[NH2:16][OH:17].[Na+:23].[OH2:29]>>[CH:1]([c:3]1[n:4]2[cH:5][cH:6][cH:7][c:8]2[c:9]([C:12](=[O:13])[O:14][CH3:15])[cH:10][cH:11]1)=[N:16][OH:17]. Reactants: CC(C)C(O)(c1cccc(-c2ccsc2)c1)c1cn(C(c2ccccc2)(c2ccccc2)c2ccccc2)cn1, Cl, c1ccncc1. Yields the product CC(C)C(O)(c1cccc(-c2ccsc2)c1)c1c[nH]cn1. As a reaction SMILES: [CH3:1][CH:2]([C:3]([OH:4])([c:5]1[n:6][cH:7][n:8]([C:10]([c:11]2[cH:12][cH:13][cH:14][cH:15][cH:16]2)([c:17]2[cH:18][cH:19][cH:20][cH:21][cH:22]2)[c:23]2[cH:24][cH:25][cH:26][cH:27][cH:28]2)[cH:9]1)[c:29]1[cH:30][c:31](-[c:35]2[cH:36][s:37][cH:38][cH:39]2)[cH:32][cH:33][cH:34]1)[CH3:40].[ClH:41].[n:42]1[cH:43][cH:44][cH:45][cH:46][cH:47]1>>[CH3:1][CH:2]([C:3]([OH:4])([c:5]1[n:6][cH:7][nH:8][cH:9]1)[c:29]1[cH:30][c:31](-[c:35]2[cH:36][s:37][cH:38][cH:39]2)[cH:32][cH:33][cH:34]1)[CH3:40]. The solvent is C(CCC)O (butanol). Yield: 68.0%. Yields the product C(CCCCC)C1=CC=C(C=C1)C=1SC(=CN1)C1=CC(=C(C=C1)OCCCCCC)F (2-(4-hexylphenyl)-5-(3-fluoro-4-hexyloxyphenyl)thiazole). RXN SMILES: [CH2:1]([C:7]1[CH:12]=[CH:11][C:10]([C:13]2[S:14][C:15]([C:18]3[CH:23]=[CH:22][C:21]([OH:24])=[C:20]([F:25])[CH:19]=3)=[CH:16][N:17]=2)=[CH:9][CH:8]=1)[CH2:2][CH2:3][CH2:4][CH2:5][CH3:6].[OH-].[K+].[CH2:28](I)[CH2:29][CH2:30][CH2:31][CH2:32][CH3:33]>C(O)CCC>[CH2:1]([C:7]1[CH:8]=[CH:9][C:10]([C:13]2[S:14][C:15]([C:18]3[CH:23]=[CH:22][C:21]([O:24][CH2:28][CH2:29][CH2:30][CH2:31][CH2:32][CH3:33])=[C:20]([F:25])[CH:19]=3)=[CH:16][N:17]=2)=[CH:11][CH:12]=1)[CH2:2][CH2:3][CH2:4][CH2:5][CH3:6] |f:1.2|. Procedure: In a 30 ml-round-bottomed flask, 1.07 g (3.01 mM) of 2-(4-hexylphenyl)-5-(3-fluoro-4-hydroxyphenyl)thiazole prepared in Example 29, 0.23 g (3.48 mM) of potassium hydroxide and 5 ml of butanol were placed and heated. To the solution, 0.74 g (3.49 mM) of hexyl iodide was gradually added under heat-stirring, followed by heat-stirring for 5 hours about 90° C. After the reaction, the solvent was removed from the reaction mixture and water was added to the resultant residue to precipitate a crystal. T... Starting materials: C(CCCCC)C1=CC=C(C=C1)C=1SC(=CN1)C1=CC(=C(C=C1)O)F (2-(4-hexylphenyl)-5-(3-fluoro-4-hydroxyphenyl)thiazole), [OH-].[K+] (potassium hydroxide), C(CCCCC)I (hexyl iodide). Starting materials: O1CCN(CC1)C1=CC=C(N)C=C1 (4-morpholinoaniline), FC(CN(C1=CC2=C(NC(=N2)C2=CC=C(C(=O)[O-])C=C2)C=C1)CC(F)(F)F)(F)F (4-(5-bis(2,2,2-trifluoroethyl)amino-1H-benzimidazol-2-yl)benzoate). The product is FC(CN(C1=CC2=C(NC(=N2)C2=CC=C(C(=O)NC3=CC=C(C=C3)N3CCOCC3)C=C2)C=C1)CC(F)(F)F)(F)F (4-(5-bis(2,2,2-Trifluoroethyl)amino-1H-benzimidazol-2-yl)-N-(4-morpholinophenyl)benzamide). RXN SMILES: [O:1]1[CH2:6][CH2:5][N:4]([C:7]2[CH:13]=[CH:12][C:10]([NH2:11])=[CH:9][CH:8]=2)[CH2:3][CH2:2]1.[F:14][C:15]([F:42])([F:41])[CH2:16][N:17]([CH2:36][C:37]([F:40])([F:39])[F:38])[C:18]1[CH:35]=[CH:34][C:21]2[NH:22][C:23]([C:25]3[CH:33]=[CH:32][C:28]([C:29]([O-])=[O:30])=[CH:27][CH:26]=3)=[N:24][C:20]=2[CH:19]=1>>[F:40][C:37]([F:38])([F:39])[CH2:36][N:17]([CH2:16][C:15]([F:14])([F:41])[F:42])[C:18]1[CH:35]=[CH:34][C:21]2[NH:22][C:23]([C:25]3[CH:26]=[CH:27][C:28]([C:29]([NH:11][C:10]4[CH:12]=[CH:13][C:7]([N:4]5[CH2:3][CH2:2][O:1][CH2:6][CH2:5]5)=[CH:8][CH:9]=4)=[O:30])=[CH:32][CH:33]=3)=[N:24][C:20]=2[CH:19]=1. Reported procedure: Compound 456 was prepared from 4-morpholinoaniline and 4-(5-bis(2,2,2-trifluoroethyl)amino-1H-benzimidazol-2-yl)benzoate by standard conditions. [M+H]+ calcd for C28H25F6N5O2: 578.19; found: 578.04. Reaction SMILES: [BH4-:32].[CH2:1]([CH3:2])[C:3]([CH2:4][CH3:5])([c:6]1[cH:7][cH:8][c:9](-[c:12]2[n:13][n:14][n:15][nH:16]2)[cH:10][cH:11]1)[c:17]1[cH:18][c:19]([CH3:31])[c:20]([O:21][CH2:22][C:23]([C:24]([CH3:25])([CH3:26])[CH3:27])=[O:28])[cH:29][cH:30]1.[CH3:34][CH2:35][OH:36].[Na+:33]>>[CH2:1]([CH3:2])[C:3]([CH2:4][CH3:5])([c:6]1[cH:7][cH:8][c:9](-[c:12]2[n:13][n:14][n:15][nH:16]2)[cH:10][cH:11]1)[c:17]1[cH:18][c:19]([CH3:31])[c:20]([O:21][CH2:22][CH:23]([C:24]([CH3:25])([CH3:26])[CH3:27])[OH:28])[cH:29][cH:30]1. Reactants: [BH4-], CCC(CC)(c1ccc(-c2nnn[nH]2)cc1)c1ccc(OCC(=O)C(C)(C)C)c(C)c1, CCO, [Na+]. The product is CCC(CC)(c1ccc(-c2nnn[nH]2)cc1)c1ccc(OCC(O)C(C)(C)C)c(C)c1.